From a dataset of the Open Reaction Database (ORD), a public repository of structured organic reaction records. describe an organic reaction: reactants, conditions, products, and yield Reactants: C([O-])([O-])=O.[K+].[K+] (potassium carbonate), C1(CCCCC1)N1C(C(C(C1)CCl)(C1=CC=CC=C1)C1=CC=CC=C1)=O (1-cyclohexyl-4-chloromethyl-3,3-diphenyl-2-pyrrolidinone), OC1(CCNCC1)C1=CC=CC=C1 (4-hydroxy-4-phenyl piperidine), steel. Solvent: C(C)O (ethanol). Reaction conditions: temperature 200 celsius, time 48 hour. The product is C1(CCCCC1)N1C(C(C(C1)CN1CCC(CC1)(C1=CC=CC=C1)O)(C1=CC=CC=C1)C1=CC=CC=C1)=O (1-Cyclohexyl-4-[(4-hydroxy-4-phenyl-1-piperidinyl)methyl]-3,3-diphenyl-2-pyrrolidinone). RXN SMILES: [CH:1]1([N:7]2[CH2:11][CH:10]([CH2:12]Cl)[C:9]([C:20]3[CH:25]=[CH:24][CH:23]=[CH:22][CH:21]=3)([C:14]3[CH:19]=[CH:18][CH:17]=[CH:16][CH:15]=3)[C:8]2=[O:26])[CH2:6][CH2:5][CH2:4][CH2:3][CH2:2]1.[OH:27][C:28]1([C:34]2[CH:39]=[CH:38][CH:37]=[CH:36][CH:35]=2)[CH2:33][CH2:32][NH:31][CH2:30][CH2:29]1.C(=O)([O-])[O-].[K+].[K+]>C(O)C>[CH:1]1([N:7]2[CH2:11][CH:10]([CH2:12][N:31]3[CH2:32][CH2:33][C:28]([OH:27])([C:34]4[CH:35]=[CH:36][CH:37]=[CH:38][CH:39]=4)[CH2:29][CH2:30]3)[C:9]([C:20]3[CH:25]=[CH:24][CH:23]=[CH:22][CH:21]=3)([C:14]3[CH:19]=[CH:18][CH:17]=[CH:16][CH:15]=3)[C:8]2=[O:26])[CH2:6][CH2:5][CH2:4][CH2:3][CH2:2]1 |f:2.3.4|. Reported procedure: To 150 ml. of ethanol in a steel bomb was added 15.0 g. (0.041 mole) of 1-cyclohexyl-4-chloromethyl-3,3-diphenyl-2-pyrrolidinone, 7.23 g. (0.041 mole) of 4-hydroxy-4-phenyl piperidine and 17.0 g. (0.12 mole) of potassium carbonate. The bomb was heated in an oven at 200° C. with stirring for 48 hours. The mixture was concentrated in vacuo, and the residue was partitioned between dilute sodium hydroxide solution and chloroform. The chloroform layer was dried, filtered, and concentrated in vacuo. T... Reactants: C(C)[C@@H](C1=CC=CC=C1)NC(=O)C1=C(C(=NC2=CC=CC=C12)C1=CC=CC=C1)OCC(=O)OCC ((S)-N-(α-ethylbenzyl)-3-(ethoxycarbonylmethoxy)-2-phenylquinoline-4-carboxamide), C(C)[C@@H](C1=CC=CC=C1)NC(=O)C1=C(C(=NC2=CC=CC=C12)C1=CC=CC=C1)OCC(=O)OCC ((S)-N-(α-ethylbenzyl)-3-(ethoxycarbonylmethoxy)-2-phenylquinoline-4-carboxamide), Cl (HCl). The product is Cl.C(C)[C@@H](C1=CC=CC=C1)NC(=O)C1=C(C(=NC2=CC=CC=C12)C1=CC=CC=C1)OCC(=O)O ((S)-N-(α-ethylbenzyl)-3-(carboxymethoxy)-2-phenylquinoline-4-carboxamide hydrochloride). RXN SMILES: [CH2:1]([C@H:3]([NH:10][C:11]([C:13]1[C:22]2[C:17](=[CH:18][CH:19]=[CH:20][CH:21]=2)[N:16]=[C:15]([C:23]2[CH:28]=[CH:27][CH:26]=[CH:25][CH:24]=2)[C:14]=1[O:29][CH2:30][C:31]([O:33]CC)=[O:32])=[O:12])[C:4]1[CH:9]=[CH:8][CH:7]=[CH:6][CH:5]=1)[CH3:2].[ClH:36]>>[ClH:36].[CH2:1]([C@H:3]([NH:10][C:11]([C:13]1[C:22]2[C:17](=[CH:18][CH:19]=[CH:20][CH:21]=2)[N:16]=[C:15]([C:23]2[CH:28]=[CH:27][CH:26]=[CH:25][CH:24]=2)[C:14]=1[O:29][CH2:30][C:31]([OH:33])=[O:32])=[O:12])[C:4]1[CH:9]=[CH:8][CH:7]=[CH:6][CH:5]=1)[CH3:2] |f:2.3|. Procedure: 0.35 g (0.7 mmol) of (S)-N-(α-ethylbenzyl)-3-(ethoxycarbonylmethoxy)-2-phenyl quinoline-4-carboxamide (compound of Example 1) were dissolved in 20 ml of 37% HCl and the reaction mixture was refluxed under magnetical stirring for 20′. The solution was evaporated in-vacuo to dryness and the crude product was triturated with warm EtOAc/i-PrOH to yield 0.17 g of the title compound as a white solid.